From a dataset of the Open Reaction Database (ORD), a public repository of structured organic reaction records. describe an organic reaction: reactants, conditions, products, and yield Solvent: C1(=CC=CC=C1)C (toluene). As a reaction SMILES: [Cl:1][C:2]1[CH:7]=[C:6]([Cl:8])[CH:5]=[CH:4][C:3]=1[C:9]1[CH:14]=[CH:13][C:12]([C:15]([OH:17])=O)=[CH:11][CH:10]=1.S(Cl)([Cl:20])=O>C1(C)C=CC=CC=1>[Cl:1][C:2]1[CH:7]=[C:6]([Cl:8])[CH:5]=[CH:4][C:3]=1[C:9]1[CH:14]=[CH:13][C:12]([C:15]([Cl:20])=[O:17])=[CH:11][CH:10]=1. The reactants are ClC1=C(C=CC(=C1)Cl)C1=CC=C(C=C1)C(=O)O (2′,4′-Dichloro-biphenyl-4-carboxylic acid), S(=O)(Cl)Cl (thionyl chloride). Procedure: 2′,4′-Dichloro-biphenyl-4-carboxylic acid (2 g) was suspended in toluene (30 mL) and thionyl chloride (5 mL) added. The mixture was heated to reflux for 4 hours and then evaporated to dryness and the procedure repeated. Evaporation gave the title compound as a white solid. The product is ClC1=C(C=CC(=C1)Cl)C1=CC=C(C=C1)C(=O)Cl (2′,4′-Dichloro-biphenyl-4-carbonyl chloride). The reactants are C(C(=O)OC)(=O)OC (dimethyl oxalate), FC1=CC=C(C=C1)N1C(NCC2=C1N=CC=C2)=O (1-(p-fluorophenyl)-2-oxo-1,2,3,4-tetrahydropyrido[2,3-d]pyrimidine), [H-].[Na+] (sodium hydride), [H][H] (hydrogen). Solvent: O (water), CN(C=O)C (dimethylformamide). Reaction conditions: temperature 170 celsius. The product is FC1=CC=C(C=C1)N1C(N(CC2=C1N=CC=C2)C)=O (1-(p-fluorophenyl)-3-methyl-2-oxo-1,2,3,4-tetrahydropyrido[2,3-d]pyrimidine). The yield is 63.0%. RXN SMILES: [F:1][C:2]1[CH:7]=[CH:6][C:5]([N:8]2[C:13]3[N:14]=[CH:15][CH:16]=[CH:17][C:12]=3[CH2:11][NH:10][C:9]2=[O:18])=[CH:4][CH:3]=1.[H-].[Na+].[H][H].[C:23](OC)(=O)C(OC)=O>O.CN(C)C=O>[F:1][C:2]1[CH:3]=[CH:4][C:5]([N:8]2[C:13]3[N:14]=[CH:15][CH:16]=[CH:17][C:12]=3[CH2:11][N:10]([CH3:23])[C:9]2=[O:18])=[CH:6][CH:7]=1 |f:1.2|. Procedure: To a solution of 2.4 g of 1-(p-fluorophenyl)-2-oxo-1,2,3,4-tetrahydropyrido[2,3-d]pyrimidine and 15 ml of dimethylformamide was added 0.5 g of approximately 50% sodium hydride, and the mixture was allowed to stand until the evolution of hydrogen ceased. To this was further added 5.9 g of dimethyl oxalate and the resulting mixture was heated at 170° C in a sealed-tube for 12 hours. After the reaction was complete, the solvent was removed from the reaction mixture by distillation under reduced pre... Reactants: COC(=O)c1c(C)n(-c2ccc(Cl)cc2)c(C)cc1=O, [Na+], [OH-]. The product is Cc1cc(=O)c(C(=O)O)c(C)n1-c1ccc(Cl)cc1. Reaction SMILES: [Cl:1][c:2]1[cH:3][cH:4][c:5](-[n:8]2[c:9]([CH3:20])[c:10]([C:16](=[O:17])[O:18][CH3:19])[c:11](=[O:15])[cH:12][c:13]2[CH3:14])[cH:6][cH:7]1.[Na+:22].[OH-:21]>>[Cl:1][c:2]1[cH:3][cH:4][c:5](-[n:8]2[c:9]([CH3:20])[c:10]([C:16](=[O:17])[OH:18])[c:11](=[O:15])[cH:12][c:13]2[CH3:14])[cH:6][cH:7]1. The reactants are O (water), O1C(=NC2=C1C=CC=C2)/C=C/C[C@@H]([C@@H](C)N(C(=O)[C@H]([C@H](CC(=O)[O-])C(=O)O)O)CC2=CC1=CC=CC=C1C=C2)C2=CC1=C(C=C2)OCO1.[Na+].[Na+].O1C(=NC2=C1C=CC=C2)/C=C/C[C@@H]([C@@H](C)N(C(=O)[C@H]([C@H](CC(=O)[O-])C(=O)O)O)CC2=CC1=CC=CC=C1C=C2)C2=CC1=C(C=C2)OCO1 (disodium (3S,4S)-4-[N-{(1R,2R,4E)-5-(2-benzoxazolyl)-1-methyl-2-(3,4-methylenedioxyphenyl)-4-pentenyl}-N-(2-naphthylmethyl)carbamoyl]-3-carboxy-4-hydroxybutanoate), C(C=C)Br (allyl bromide), C(C=C)Br (allyl bromide). The solvent is CN(C=O)C (dimethylformamide). Conditions: time 6 hour. The product is C(C=C)OC(=O)C(CC(=O)O)=C(O)C(N(CC1=CC2=CC=CC=C2C=C1)[C@@H]([C@H](C\C=C\C=1OC2=C(N1)C=CC=C2)C2=CC1=C(C=C2)OCO1)C)=O (3-allyloxycarbonyl-4-[N-{(1R,2R,4E)-5-(2-benzoxazolyl)-1-methyl-2-(3,4-methylenedioxyphenyl)-4-pentenyl}-N-(2-naphthylmethyl)carbamoyl]-4-hydroxy-3-butenoic Acid). The yield is 48.1%. Reaction SMILES: [O:1]1[C:5]2[CH:6]=[CH:7][CH:8]=[CH:9][C:4]=2[N:3]=[C:2]1/[CH:10]=[CH:11]/[CH2:12][C@H:13]([C:40]1[CH:45]=[CH:44][C:43]2[O:46][CH2:47][O:48][C:42]=2[CH:41]=1)[C@H:14]([N:16]([CH2:29][C:30]1[CH:39]=[CH:38][C:37]2[C:32](=[CH:33][CH:34]=[CH:35][CH:36]=2)[CH:31]=1)[C:17]([C@@H:19]([OH:28])[C@@H:20]([C:25]([OH:27])=[O:26])[CH2:21][C:22]([O-:24])=[O:23])=[O:18])[CH3:15].[Na+].[Na+].O1[C:55]2C=CC=[CH:59][C:54]=2N=C1/C=C/C[C@H](C1C=CC2OCOC=2C=1)[C@H](N(CC1C=CC2C(=CC=CC=2)C=1)C([C@@H](O)[C@@H](C(O)=O)CC([O-])=O)=O)C.C(Br)C=C.O>CN(C)C=O>[CH2:59]([O:26][C:25]([C:20](=[C:19]([C:17](=[O:18])[N:16]([C@H:14]([CH3:15])[C@@H:13]([C:40]1[CH:45]=[CH:44][C:43]2[O:46][CH2:47][O:48][C:42]=2[CH:41]=1)[CH2:12]/[CH:11]=[CH:10]/[C:2]1[O:1][C:5]2[CH:6]=[CH:7][CH:8]=[CH:9][C:4]=2[N:3]=1)[CH2:29][C:30]1[CH:39]=[CH:38][C:37]2[C:32](=[CH:33][CH:34]=[CH:35][CH:36]=2)[CH:31]=1)[OH:28])[CH2:21][C:22]([OH:24])=[O:23])=[O:27])[CH:54]=[CH2:55] |f:0.1.2.3|. Reported procedure: 69 mg of disodium (3S,4S)-4-[N-{(1R,2R,4E)-5-(2-benzoxazolyl)-1-methyl-2-(3,4-methylenedioxyphenyl)-4-pentenyl}-N-(2-naphthylmethyl)carbamoyl]-3-carboxy-4-hydroxybutanoate obtained in Example 67, was dissolved in 3 ml of dimethylformamide, and 19 μl of allyl bromide was added thereto, followed by stirring for 6 hours. Then, 19 μl of allyl bromide was additionally added, followed by further stirring for 15 hours. The reaction solution was poured into water, extracted with ethyl ether and then dri... Reactants: Clc1ncc2c(-c3cccc(Br)c3)nn(C(c3ccccc3)(c3ccccc3)c3ccccc3)c2n1, CC(C)(C)OC(=O)NC1CCC(N)CC1, CCN(C(C)C)C(C)C, CN(C)C=O, O. Yields the product CC(C)(C)OC(=O)NC1CCC(Nc2ncc3c(-c4cccc(Br)c4)nn(C(c4ccccc4)(c4ccccc4)c4ccccc4)c3n2)CC1. Reaction SMILES: [Br:1][c:2]1[cH:3][c:4](-[c:8]2[n:9][n:10]([C:18]([c:19]3[cH:20][cH:21][cH:22][cH:23][cH:24]3)([c:25]3[cH:26][cH:27][cH:28][cH:29][cH:30]3)[c:31]3[cH:32][cH:33][cH:34][cH:35][cH:36]3)[c:11]3[n:12][c:13]([Cl:17])[n:14][cH:15][c:16]23)[cH:5][cH:6][cH:7]1.[C:46]([CH3:47])([CH3:48])([CH3:49])[O:50][C:51]([NH:52][CH:53]1[CH2:54][CH2:55][CH:56]([NH2:59])[CH2:57][CH2:58]1)=[O:60].[CH:37]([N:38]([CH2:39][CH3:40])[CH:41]([CH3:42])[CH3:43])([CH3:44])[CH3:45].[O:62]=[CH:63][N:64]([CH3:65])[CH3:66].[OH2:61]>>[Br:1][c:2]1[cH:3][c:4](-[c:8]2[n:9][n:10]([C:18]([c:19]3[cH:20][cH:21][cH:22][cH:23][cH:24]3)([c:25]3[cH:26][cH:27][cH:28][cH:29][cH:30]3)[c:31]3[cH:32][cH:33][cH:34][cH:35][cH:36]3)[c:11]3[n:12][c:13]([NH:59][CH:56]4[CH2:55][CH2:54][CH:53]([NH:52][C:51]([O:50][C:46]([CH3:47])([CH3:48])[CH3:49])=[O:60])[CH2:58][CH2:57]4)[n:14][cH:15][c:16]23)[cH:5][cH:6][cH:7]1. Starting materials: CN(C(C(N1N=C(C=C1C)C1=CC=CC=C1)C)=O)C (N,N,α,5-tetramethyl-3-phenylpyrazole-1-acetamide), C(Cl)(Cl)(Cl)Cl (carbon tetrachloride), ClOC(C)(C)C (tert-butyl hypochlorite), BrBr (bromine). Run in C(C)(=O)O (acetic acid). The product is ClC=1C(=NN(C1)C(C(=O)N(C)C)C)C1=C(C=CC=C1)C (4-chloro-N,N,α-trimethyl-3-(o-tolyl)pyrazole-1-acetamide). Reaction SMILES: [CH3:1][N:2]([CH3:19])[C:3](=[O:18])[CH:4]([CH3:17])[N:5]1[C:9](C)=C[C:7]([C:11]2[CH:16]=[CH:15][CH:14]=[CH:13][CH:12]=2)=[N:6]1.ClO[C:22](C)(C)C.BrBr.[C:28]([Cl:32])(Cl)(Cl)Cl>C(O)(=O)C>[Cl:32][C:28]1[C:7]([C:11]2[CH:12]=[CH:13][CH:14]=[CH:15][C:16]=2[CH3:22])=[N:6][N:5]([CH:4]([CH3:17])[C:3]([N:2]([CH3:1])[CH3:19])=[O:18])[CH:9]=1. Procedure details: Following the procedure of Example 108, but substituting N,N,α-trimethyl-3-(o-tolyl)pyrazole-1-acetamide for N,N,α,5-tetramethyl-3-phenylpyrazole-1-acetamide, tert-butyl hypochlorite for bromine, and carbon tetrachloride for acetic acid as the reaction solvent, there was obtained 4-chloro-N,N,α-trimethyl-3-(o-tolyl)pyrazole-1-acetamide having a melting point of 69°-71.5° C. Solvent: CO (methanol). Conditions: time 8 hour. Yields the product 9-ethoxy, C(CCC)N(CCCOC(=O)C1=CC=2C=C(C3=CC(=CC=C3C2C=C1)C(=O)OCCCN(CCCC)CCCC)OCC)CCCC (bis[3-(dibutylamino)propyl]9-ethoxyphenanthrene-2,7-dicarboxylate). Reaction SMILES: [OH:1][C:2]1[C:3]2[C:8]([C:9]3[CH:10]=[CH:11][C:12]([C:16]([O:18][CH2:19][CH2:20][CH2:21][N:22]([CH2:27][CH2:28][CH2:29][CH3:30])[CH2:23][CH2:24][CH2:25][CH3:26])=[O:17])=[CH:13][C:14]=3[CH:15]=1)=[CH:7][CH:6]=[C:5]([C:31]([O:33][CH2:34][CH2:35][CH2:36][N:37]([CH2:42][CH2:43][CH2:44][CH3:45])[CH2:38][CH2:39][CH2:40][CH3:41])=[O:32])[CH:4]=2.[N+](=[CH:48][CH3:49])=[N-].CCOCC>CO>[CH2:23]([N:22]([CH2:27][CH2:28][CH2:29][CH3:30])[CH2:21][CH2:20][CH2:19][O:18][C:16]([C:12]1[CH:11]=[CH:10][C:9]2[C:8]3[C:3](=[CH:4][C:5]([C:31]([O:33][CH2:34][CH2:35][CH2:36][N:37]([CH2:42][CH2:43][CH2:44][CH3:45])[CH2:38][CH2:39][CH2:40][CH3:41])=[O:32])=[CH:6][CH:7]=3)[C:2]([O:1][CH2:48][CH3:49])=[CH:15][C:14]=2[CH:13]=1)=[O:17])[CH2:24][CH2:25][CH3:26]. The reactants are CCOCC (ether), OC=1C2=CC(=CC=C2C=2C=CC(=CC2C1)C(=O)OCCCN(CCCC)CCCC)C(=O)OCCCN(CCCC)CCCC (bis[3-(dibutylamino)propyl] 9-hydroxyphenanthrene-2,7-dicarboxylate), [N+](=[N-])=CC (diazoethane). Reported procedure: The corresponding 9-ethoxy derivative is prepared by reacting a solution of bis[3-(dibutylamino)propyl] 9-hydroxyphenanthrene-2,7-dicarboxylate in methanol with diazoethane by co-distillation with ether into the reaction mixture at -10° to 30°C. After standing overnight, the crude bis[3-(dibutylamino)propyl]9-ethoxyphenanthrene-2,7-dicarboxylate so obtained is converted to its dihydrochloride salt by the addition of ethereal hydrogen chloride.